Dataset: the Open Reaction Database (ORD), a public repository of structured organic reaction records. Task: describe an organic reaction: reactants, conditions, products, and yield The reactants are COc1cc(CN(Cc2cc(C(F)(F)F)cc(C(F)(F)F)c2)c2ncc(O)cn2)c(-c2cc(C(C)C)ccc2OC)cc1OC, CC(C)OC(=O)N=NC(=O)OC(C)C, C1CCOC1, CC(C)(C)OC(=O)CCO, c1ccc(P(c2ccccc2)c2ccccc2)cc1. Product: COc1cc(CN(Cc2cc(C(F)(F)F)cc(C(F)(F)F)c2)c2ncc(OCCC(=O)OC(C)(C)C)cn2)c(-c2cc(C(C)C)ccc2OC)cc1OC. Reaction SMILES: [F:1][C:2]([c:3]1[cH:4][c:5]([CH2:6][N:7]([c:8]2[n:9][cH:10][c:11]([OH:14])[cH:12][n:13]2)[CH2:15][c:16]2[c:17](-[c:26]3[c:27]([O:35][CH3:36])[cH:28][cH:29][c:30]([CH:32]([CH3:33])[CH3:34])[cH:31]3)[cH:18][c:19]([O:24][CH3:25])[c:20]([O:22][CH3:23])[cH:21]2)[cH:37][c:38]([C:40]([F:41])([F:42])[F:43])[cH:39]1)([F:44])[F:45].[O:75]=[C:76]([O:77][CH:78]([CH3:79])[CH3:80])[N:81]=[N:82][C:83]([O:84][CH:85]([CH3:86])[CH3:87])=[O:88].[O:89]1[CH2:90][CH2:91][CH2:92][CH2:93]1.[OH:46][CH2:47][CH2:48][C:49](=[O:50])[O:51][C:52]([CH3:53])([CH3:54])[CH3:55].[c:56]1([P:57]([c:58]2[cH:59][cH:60][cH:61][cH:62][cH:63]2)[c:64]2[cH:65][cH:66][cH:67][cH:68][cH:69]2)[cH:70][cH:71][cH:72][cH:73][cH:74]1>>[F:1][C:2]([c:3]1[cH:4][c:5]([CH2:6][N:7]([c:8]2[n:9][cH:10][c:11]([O:14][CH2:47][CH2:48][C:49](=[O:50])[O:51][C:52]([CH3:53])([CH3:54])[CH3:55])[cH:12][n:13]2)[CH2:15][c:16]2[c:17](-[c:26]3[c:27]([O:35][CH3:36])[cH:28][cH:29][c:30]([CH:32]([CH3:33])[CH3:34])[cH:31]3)[cH:18][c:19]([O:24][CH3:25])[c:20]([O:22][CH3:23])[cH:21]2)[cH:37][c:38]([C:40]([F:41])([F:42])[F:43])[cH:39]1)([F:44])[F:45].